This data is from the Open Reaction Database (ORD), a public repository of structured organic reaction records. The task is: describe an organic reaction: reactants, conditions, products, and yield The reactants are CCOC(=O)C(=NOC)c1csc(N)n1, CC(=O)OC(C)=O, O=CO, O. Product: CCOC(=O)C(=NOC)c1csc(NC=O)n1. RXN SMILES: [CH3:11][O:12][N:13]=[C:14]([C:15](=[O:16])[O:17][CH2:18][CH3:19])[c:20]1[n:21][c:22]([NH2:25])[s:23][cH:24]1.[CH3:1][C:2](=[O:3])[O:4][C:5](=[O:6])[CH3:7].[CH:8]([OH:9])=[O:10].[OH2:26]>>[CH:2](=[O:3])[NH:25][c:22]1[n:21][c:20]([C:14](=[N:13][O:12][CH3:11])[C:15](=[O:16])[O:17][CH2:18][CH3:19])[cH:24][s:23]1. Reactants: C1(=CC=CC=C1)P(OC1=CC=CC=C1)(OC(=C(C(=O)OCC1=CC=C(C=C1)[N+](=O)[O-])N1C2SC(=NC2C1=O)COC1=CC=CC=C1)C)=O (phenyl 1-(3-phenoxymethyl-7-oxo-4-thia-2,6-diazabicyclo(3,2,0)hept-2-en-6-yl)-1-(p-nitrobenzyloxycarbonyl)-prop-1-en2-yl phenylphosphonate), N1CCOCC1 (morpholine). Solvent: O1CCCC1 (tetrahydrofuran). Reaction conditions: time 3 hour. Yields the product O(C1=CC=CC=C1)CC1=NC2C(N(C2S1)C(C(=O)OCC1=CC=C(C=C1)[N+](=O)[O-])=C(C)N1CCOCC1)=O (p-Nitrobenzyl α-(3-phenoxymethyl-7-oxo-4-thia-2,6-diazabicyclo(3,2,0)hept-2-en-6-yl)-α-(1-morpholinoethylidene)acetate). As a reaction SMILES: C1(P(=O)(O[C:16]([CH3:47])=[C:17]([N:31]2[C:37](=[O:38])[CH:36]3[CH:32]2[S:33][C:34]([CH2:39][O:40][C:41]2[CH:46]=[CH:45][CH:44]=[CH:43][CH:42]=2)=[N:35]3)[C:18]([O:20][CH2:21][C:22]2[CH:27]=[CH:26][C:25]([N+:28]([O-:30])=[O:29])=[CH:24][CH:23]=2)=[O:19])OC2C=CC=CC=2)C=CC=CC=1.[NH:49]1[CH2:54][CH2:53][O:52][CH2:51][CH2:50]1>O1CCCC1>[O:40]([CH2:39][C:34]1[S:33][CH:32]2[CH:36]([C:37](=[O:38])[N:31]2[C:17](=[C:16]([N:49]2[CH2:54][CH2:53][O:52][CH2:51][CH2:50]2)[CH3:47])[C:18]([O:20][CH2:21][C:22]2[CH:23]=[CH:24][C:25]([N+:28]([O-:30])=[O:29])=[CH:26][CH:27]=2)=[O:19])[N:35]=1)[C:41]1[CH:42]=[CH:43][CH:44]=[CH:45][CH:46]=1. Reported procedure: To a stirred solution of phenyl 1-(3-phenoxymethyl-7-oxo-4-thia-2,6-diazabicyclo(3,2,0)hept-2-en-6-yl)-1-(p-nitrobenzyloxycarbonyl)-prop-1-en2-yl phenylphosphonate (1.37 g.) in tetrahydrofuran (20 ml.) at 0°-5° C. was added morpholine (0.383 ml.). After stirring for 3 hours at 0°-5° C., the solvent was evaporated and the residue dissolved in dichloromethane. The resulting solution was washed with water and then with saturated sodium chloride solution, dried with magnesium sulphate and evaporated...